This data is from the Open Reaction Database (ORD), a public repository of structured organic reaction records. The task is: describe an organic reaction: reactants, conditions, products, and yield As a reaction SMILES: [C:1]([NH:4][CH:5]([C:10]1[CH:15]=[CH:14][C:13]([CH2:16][CH:17]=[CH2:18])=[C:12]([OH:19])[CH:11]=1)[C:6]([O:8][CH3:9])=[O:7])(=[O:3])[CH3:2].[C:20](Cl)(=[O:27])[C:21]1[CH:26]=[CH:25][CH:24]=[CH:23][CH:22]=1>C(Cl)(Cl)Cl.CCN(CC)CC>[C:1]([NH:4][CH:5]([C:10]1[CH:15]=[CH:14][C:13]([CH2:16][CH:17]=[CH2:18])=[C:12]([O:19][C:20]([C:21]2[CH:26]=[CH:25][CH:24]=[CH:23][CH:22]=2)=[O:27])[CH:11]=1)[C:6]([O:8][CH3:9])=[O:7])(=[O:3])[CH3:2]. Solvent: C(Cl)(Cl)Cl (CHCl3), CCN(CC)CC (Et3N). Reported procedure: A solution of methyl α-(acetylamino)-3-hydroxy-4-(2-propenyl)benzeneacetate from Preparation 6 (1.5 g, 5.7 mmol) in CHCl3 (20 ml) and Et3N (1 ml) is treated with benzoyl chloride (1.0 g, 7.1 mmol). The resulting solution is stirred at room temperature for 4.5 hours. The reaction mixture is concentrated and the residue partitioned between EtOAc and saturated aqueous NaHCO3. The organic phases are combined, dried (MgSO4) and concentrated. The residue is purified by silica gel chromatography (50% E... Reactants: C(C)(=O)NC(C(=O)OC)C1=CC(=C(C=C1)CC=C)O (methyl α-(acetylamino)-3-hydroxy-4-(2-propenyl)benzeneacetate), 6, C(C1=CC=CC=C1)(=O)Cl (benzoyl chloride). Conditions: time 4.5 hour. The product is C(C)(=O)NC(C(=O)OC)C1=CC(=C(C=C1)CC=C)OC(=O)C1=CC=CC=C1 (methyl α-(acetylamino)-3-[(phenylcarbonyl)oxy]-4-(2-propenyl)benzeneacetate). Reactants: Cl (hydrochloric acid), ClC1=NC=CC(=N1)C=1C(=NN2C1C=CC=C2)C=2C=C(C=CC2)NC(C2=C(C=CC=C2F)F)=O (N-{3-[3-(2-chloro-4-pyrimidinyl)pyrazolo[1,5-a]pyridin-2-yl]phenyl}-2,6-difluorobenzamide), NC=1C=C2CC(CC2=CC1)N(C)C ((5-amino-2,3-dihydro-1H-inden-2-yl)dimethylamine). Run in C(C)(C)O (isopropanol). Conditions: temperature 180 celsius. Product: CN(C1CC2=CC=C(C=C2C1)NC1=NC=CC(=N1)C=1C(=NN2C1C=CC=C2)C=2C=C(C=CC2)NC(C2=C(C=CC=C2F)F)=O)C (N-{3-[3-(2-{[2-(Dimethylamino)-2,3-dihydro-1H-inden-5-yl]amino}-4-pyrimidinyl)pyrazolo[1,5-a]pyridin-2-yl]phenyl}-2,6-difluorobenzamide), coupled adduct. The yield is 14.0%. Reaction SMILES: Cl[C:2]1[N:7]=[C:6]([C:8]2[C:9]([C:17]3[CH:18]=[C:19]([NH:23][C:24](=[O:33])[C:25]4[C:30]([F:31])=[CH:29][CH:28]=[CH:27][C:26]=4[F:32])[CH:20]=[CH:21][CH:22]=3)=[N:10][N:11]3[CH:16]=[CH:15][CH:14]=[CH:13][C:12]=23)[CH:5]=[CH:4][N:3]=1.[NH2:34][C:35]1[CH:36]=[C:37]2[C:41](=[CH:42][CH:43]=1)[CH2:40][CH:39]([N:44]([CH3:46])[CH3:45])[CH2:38]2.Cl>C(O)(C)C>[CH3:45][N:44]([CH3:46])[CH:39]1[CH2:38][C:37]2[C:41](=[CH:42][CH:43]=[C:35]([NH:34][C:2]3[N:7]=[C:6]([C:8]4[C:9]([C:17]5[CH:18]=[C:19]([NH:23][C:24](=[O:33])[C:25]6[C:30]([F:31])=[CH:29][CH:28]=[CH:27][C:26]=6[F:32])[CH:20]=[CH:21][CH:22]=5)=[N:10][N:11]5[CH:16]=[CH:15][CH:14]=[CH:13][C:12]=45)[CH:5]=[CH:4][N:3]=3)[CH:36]=2)[CH2:40]1. Reported procedure: The title compound was synthesized by combining N-{3-[3-(2-chloro-4-pyrimidinyl)pyrazolo[1,5-a]pyridin-2-yl]phenyl}-2,6-difluorobenzamide (152 mg, 0.33 mmol), (5-amino-2,3-dihydro-1H-inden-2-yl)dimethylamine (70 mg, 0.40 mmol), hydrochloric acid (0.033 mmol, 33 uL 1M HCl/diethylether) and 3 mL isopropanol in a sealed vessel. The vial and contents were heated at 180° C. for 30 mins. The reaction was cooled and concentrated. The residue was partitioned between EtOAc and saturated aqueous NaHCO3. T... Reactants: N(=C=S)C=1C=NC=CC1 (3-Isothiocyanatopyridine), OC[C@H]1NCC2=CC=CC=C2C1 ((S)-3-hydroxymethyl-1,2,3,4-tetrahydroisoquinoline). The solvent is C(C)O (ethanol). Run at temperature 0 celsius, time 3 hour. Product: OC[C@H]1N(CC2=CC=CC=C2C1)C(NC=1C=NC=CC1)=S ((S)-3-Hydroxymethyl-N-(pyrid-3-yl)-1,2,3,4-tetrahydroisoquinoline-2-carbothioamide). Isolated yield 80.9%. As a reaction SMILES: [N:1]([C:4]1[CH:5]=[N:6][CH:7]=[CH:8][CH:9]=1)=[C:2]=[S:3].[OH:10][CH2:11][C@@H:12]1[CH2:21][C:20]2[C:15](=[CH:16][CH:17]=[CH:18][CH:19]=2)[CH2:14][NH:13]1>C(O)C>[OH:10][CH2:11][C@@H:12]1[CH2:21][C:20]2[C:15](=[CH:16][CH:17]=[CH:18][CH:19]=2)[CH2:14][N:13]1[C:2](=[S:3])[NH:1][C:4]1[CH:5]=[N:6][CH:7]=[CH:8][CH:9]=1. Reported procedure: 3-Isothiocyanatopyridine (6.8 g.) is added to a solution of (S)-3-hydroxymethyl-1,2,3,4-tetrahydroisoquinoline (8.15 g.) in ethanol (150 cc.). After 3 hours at a temperature of about 20° C., the solution is cooled to 0° C. The white crystals which have appeared are filtered off and are then recrystallised from propanol (200 cc.). After filtration, the crystals are washed with propanol (2 × 10 cc.) and then dried at 60° C. under reduced pressure (1 mm. Hg). (S)-3-Hydroxymethyl-N-(pyrid-3-yl)-1,2,... Starting materials: C(C)(C)(C)OC(=O)N1C[C@H]([C@@H](C1)CN(C(=O)C1=CC=C2C(=CN(C2=C1)CCCOC)C)C(C)C)C=O ((3S,4R)-3-formyl-4-({isopropyl-[1-(3-methoxy-propyl)-3-methyl-1H-indole-6-carbonyl]-amino}-methyl)-pyrrolidine-1-carboxylic acid tert-butyl ester), C1(CC1)N (cyclopropylamine), [BH-](OC(=O)C)(OC(=O)C)OC(=O)C.[Na+] (NaBH(OAc)3), C(=O)(O)[O-].[Na+] (NaHCO3). The solvent is ClC(C)Cl (dichloroethane), C(Cl)Cl (CH2Cl2). Conditions: time 8 hour. Yields the product C(C)(C)(C)OC(=O)N1C[C@H]([C@@H](C1)CN(C(=O)C1=CC=C2C(=CN(C2=C1)CCCOC)C)C(C)C)CNC1CC1 ((3R,4R)-3-Cyclopropylaminomethyl-4-({isopropyl-[1-(3-methoxy-propyl)-3-methyl-1H-indole-6-carbonyl]-amino}-methyl)-pyrrolidine-1-carboxylic acid tert-butyl ester). Reaction SMILES: [C:1]([O:5][C:6]([N:8]1[CH2:12][C@@H:11]([CH2:13][N:14]([CH:32]([CH3:34])[CH3:33])[C:15]([C:17]2[CH:25]=[C:24]3[C:20]([C:21]([CH3:31])=[CH:22][N:23]3[CH2:26][CH2:27][CH2:28][O:29][CH3:30])=[CH:19][CH:18]=2)=[O:16])[C@H:10]([CH:35]=O)[CH2:9]1)=[O:7])([CH3:4])([CH3:3])[CH3:2].[CH:37]1([NH2:40])[CH2:39][CH2:38]1.[BH-](OC(C)=O)(OC(C)=O)OC(C)=O.[Na+].C([O-])(O)=O.[Na+]>ClC(Cl)C.C(Cl)Cl>[C:1]([O:5][C:6]([N:8]1[CH2:12][C@@H:11]([CH2:13][N:14]([CH:32]([CH3:34])[CH3:33])[C:15]([C:17]2[CH:25]=[C:24]3[C:20]([C:21]([CH3:31])=[CH:22][N:23]3[CH2:26][CH2:27][CH2:28][O:29][CH3:30])=[CH:19][CH:18]=2)=[O:16])[C@H:10]([CH2:35][NH:40][CH:37]2[CH2:39][CH2:38]2)[CH2:9]1)=[O:7])([CH3:2])([CH3:3])[CH3:4] |f:2.3,4.5|. Procedure details: To a solution of (3S,4R)-3-formyl-4-({isopropyl-[1-(3-methoxy-propyl)-3-methyl-1H-indole-6-carbonyl]-amino}-methyl)-pyrrolidine-1-carboxylic acid tert-butyl ester (6 g, 10.9 mmol) in dichloroethane (100 mL), cyclopropylamine (0.85 mL, 12 mmol) and NaBH(OAc)3 (4.32 g, 15.3 mmol) are added. The solution is stirred at RT overnight, then diluted with CH2Cl2. A saturated solution of NaHCO3 is added, the layers are separated and the aqueous one extracted twice with CH2Cl2. The combined organic extract...